describe an organic reaction: reactants, conditions, products, and yield From a dataset of the Open Reaction Database (ORD), a public repository of structured organic reaction records. Starting materials: ClC1=NN=C(C2=CC=CC=C12)Cl (1,4-dichlorophthalazine), C(C1=CC=CC=C1)N1C(CNCC1)=O (1-benzylpiperazin-2-one), C([O-])([O-])=O.[K+].[K+] (potassium carbonate), CN1C(CCC1)=O (N-methylpyrrolidinone). The solvent is C(C)(=O)OCC (ethyl acetate), hexanes. Product: C(C1=CC=CC=C1)N1C(CN(CC1)C1=NN=C(C2=CC=CC=C12)Cl)=O (1-benzyl-4-(4-chlorophthalazin-1-yl)piperazin-2-one). Reaction SMILES: Cl[C:2]1[C:11]2[C:6](=[CH:7][CH:8]=[CH:9][CH:10]=2)[C:5]([Cl:12])=[N:4][N:3]=1.[CH2:13]([N:20]1[CH2:25][CH2:24][NH:23][CH2:22][C:21]1=[O:26])[C:14]1[CH:19]=[CH:18][CH:17]=[CH:16][CH:15]=1.C(=O)([O-])[O-].[K+].[K+].CN1CCCC1=O>C(OCC)(=O)C>[CH2:13]([N:20]1[CH2:25][CH2:24][N:23]([C:2]2[C:11]3[C:6](=[CH:7][CH:8]=[CH:9][CH:10]=3)[C:5]([Cl:12])=[N:4][N:3]=2)[CH2:22][C:21]1=[O:26])[C:14]1[CH:15]=[CH:16][CH:17]=[CH:18][CH:19]=1 |f:2.3.4|. Procedure details: 1,4-dichlorophthalazine (500 mg, 2.51 mmol), 1-benzylpiperazin-2-one (526 mg, 2.76 mmol), potassium carbonate (521 mg, 3.01 mmol), and N-methylpyrrolidinone (3 mL) were heated at 110° for 8 hours. The reaction was taken up in ethyl acetate (80 mL) and washed with aqueous K2CO3 (10%), water, and saturated sodium chloride. The organics were dried (MgSO4) and evaporated to give an orange oil. Chromatography over silica gel with a gradient of hexanes/0-40% ethyl acetate gave an off-white solid. MS (...